This data is from the Open Reaction Database (ORD), a public repository of structured organic reaction records. The task is: describe an organic reaction: reactants, conditions, products, and yield Procedure: To a solution of the product of step 4 (6.5 g, 0.0171 moles) in DMF (40 mL), (tetrahydro-2H-pyran-4-yl)methanamine hydrochloride (2.6 gm, 0.0171 moles), HOBT (2.31 gm, 0.0171 moles), EDC.HCl (4.24 gm, 0.0222 moles) and N-ethyl morpholine (5.9 gm, 0.0513 moles) were added and reaction mixture was srirred at 25° C. for 5 hours under nitrogen atmosphere. The reaction mixture was poured into ice cold water and extracted with ethyl acetate. The combined ethyl acetate extract was washed with water & b... The solvent is CN(C)C=O (DMF). Reactants: FC(C1=CC=C(CON=C(CC)C2=CC=C(C=C2)NCC(=O)O)C=C1)(F)F (2-((4-(1-(((4-(Trifluoromethyl)benzyl)oxy)imino)propyl)phenyl)amino)acetic acid), Cl.O1CCC(CC1)CN ((tetrahydro-2H-pyran-4-yl)methanamine hydrochloride), C=1C=CC2=C(C1)N=NN2O (HOBT), CCN=C=NCCCN(C)C.Cl (EDC.HCl), C(C)N1CCOCC1 (N-ethyl morpholine). Reaction conditions: time 5 hour. Isolated yield 14.9%. As a reaction SMILES: [F:1][C:2]([F:27])([F:26])[C:3]1[CH:25]=[CH:24][C:6]([CH2:7][O:8][N:9]=[C:10]([C:13]2[CH:18]=[CH:17][C:16]([NH:19][CH2:20][C:21]([OH:23])=O)=[CH:15][CH:14]=2)[CH2:11][CH3:12])=[CH:5][CH:4]=1.Cl.[O:29]1[CH2:34][CH2:33][CH:32]([CH2:35][NH2:36])[CH2:31][CH2:30]1.C1C=CC2N(O)N=NC=2C=1.CCN=C=NCCCN(C)C.Cl.C(N1CCOCC1)C>CN(C=O)C>[O:29]1[CH2:34][CH2:33][CH:32]([CH2:35][NH:36][C:21](=[O:23])[CH2:20][NH:19][C:16]2[CH:15]=[CH:14][C:13]([C:10](=[N:9][O:8][CH2:7][C:6]3[CH:5]=[CH:4][C:3]([C:2]([F:27])([F:1])[F:26])=[CH:25][CH:24]=3)[CH2:11][CH3:12])=[CH:18][CH:17]=2)[CH2:31][CH2:30]1 |f:1.2,4.5|. Yields the product O1CCC(CC1)CNC(CNC1=CC=C(C=C1)C(CC)=NOCC1=CC=C(C=C1)C(F)(F)F)=O (N-((Tetrahydro-2H-pyran-4-yl)methyl)-2-((4-(1-(((4-(trifluoromethyl)benzyl)oxy)imino)propyl)phenyl)amino)acetamide). The reactants are C(C1=CC=CC=C1)(=O)SCC(=O)NCC(=O)NCC(=O)NCC(=O)O (benzoylmercaptoacetylglycylglycylglycine), ON1C(CCC1=O)=O (N-hydroxy succinimide), C1(CCCCC1)N=C=NC1CCCCC1 (N,N'-dicyclohexylcarbodiimide). The solvent is O1CCCC1 (tetrahydrofuran). Reaction conditions: time 48 hour. Yields the product C1(CCC(N1N(CC(=O)NCC(=O)NCC(=O)O)C(CSC(C1=CC=CC=C1)=O)=O)=O)=O (Succinimidylbenzoylmercaptoacetylglycylglycylglycine). As a reaction SMILES: [C:1]([S:9][CH2:10][C:11]([NH:13][CH2:14][C:15]([NH:17][CH2:18][C:19]([NH:21][CH2:22][C:23]([OH:25])=[O:24])=[O:20])=[O:16])=[O:12])(=[O:8])[C:2]1[CH:7]=[CH:6][CH:5]=[CH:4][CH:3]=1.O[N:27]1[C:31](=[O:32])[CH2:30][CH2:29][C:28]1=[O:33].C1(N=C=NC2CCCCC2)CCCCC1>O1CCCC1>[C:28]1(=[O:33])[N:27]([N:13]([C:11](=[O:12])[CH2:10][S:9][C:1](=[O:8])[C:2]2[CH:3]=[CH:4][CH:5]=[CH:6][CH:7]=2)[CH2:14][C:15]([NH:17][CH2:18][C:19]([NH:21][CH2:22][C:23]([OH:25])=[O:24])=[O:20])=[O:16])[C:31](=[O:32])[CH2:30][CH2:29]1. Procedure: In a 50 ml round bottom flask, 0.37 g (1 mmole) of benzoylmercaptoacetylglycylglycylglycine and 0.126 g (1.1 mmole) of N-hydroxy succinimide are dissolved in approximately 25 mL of tetrahydrofuran and cooled to 5°-10° C. in an ice bath. To this solution, 0.23 g (1.1 mmole) of N,N'-dicyclohexylcarbodiimide is added. The solution is allowed to warm to room temperature and is stirred for 48 hours and the course of the reaction followed by TLC. The precipitate is removed by filtering; the filtered s... Starting materials: ClC(C1=C(C=NC=C1)O[C@H]1[C@@H]([C@H]([C@@H]([C@H](C1)COCC1=CC=CC=C1)OCC1=CC=CC=C1)OCC1=CC=CC=C1)OCC1=CC=CC=C1)C1=CC=C(C=C1)C1CC1 (4-[chloro-(4-cyclopropylphenyl)-methyl]-3-((1R,2S,3S,4R,5R)-2,3,4-trisbenzyloxy-5-benzyloxymethyl-cyclohexyloxy)pyridine), C(C)(=O)OCC (ethyl acetate). Reagents/catalysts: [Zn] (zinc). Solvent: C(Cl)Cl (methylene chloride), C(C)(=O)O (acetic acid). Conditions: time 14 hour. Product: C1(CC1)C1=CC=C(CC2=C(C=NC=C2)O[C@H]2[C@@H]([C@H]([C@@H]([C@H](C2)COCC2=CC=CC=C2)OCC2=CC=CC=C2)OCC2=CC=CC=C2)OCC2=CC=CC=C2)C=C1 (4-(4-Cyclopropylbenzyl)-3-((1R,2S,3S,4R,5R)-2,3,4-trisbenzyloxy-5-benzyloxymethylcyclo-hexyloxy)pyridine). Isolated yield 67.0%. As a reaction SMILES: Cl[CH:2]([C:49]1[CH:54]=[CH:53][C:52]([CH:55]2[CH2:57][CH2:56]2)=[CH:51][CH:50]=1)[C:3]1[CH:8]=[CH:7][N:6]=[CH:5][C:4]=1[O:9][C@@H:10]1[CH2:15][C@H:14]([CH2:16][O:17][CH2:18][C:19]2[CH:24]=[CH:23][CH:22]=[CH:21][CH:20]=2)[C@@H:13]([O:25][CH2:26][C:27]2[CH:32]=[CH:31][CH:30]=[CH:29][CH:28]=2)[C@H:12]([O:33][CH2:34][C:35]2[CH:40]=[CH:39][CH:38]=[CH:37][CH:36]=2)[C@H:11]1[O:41][CH2:42][C:43]1[CH:48]=[CH:47][CH:46]=[CH:45][CH:44]=1.C(OCC)(=O)C>C(Cl)Cl.C(O)(=O)C.[Zn]>[CH:55]1([C:52]2[CH:51]=[CH:50][C:49]([CH2:2][C:3]3[CH:8]=[CH:7][N:6]=[CH:5][C:4]=3[O:9][C@@H:10]3[CH2:15][C@H:14]([CH2:16][O:17][CH2:18][C:19]4[CH:24]=[CH:23][CH:22]=[CH:21][CH:20]=4)[C@@H:13]([O:25][CH2:26][C:27]4[CH:28]=[CH:29][CH:30]=[CH:31][CH:32]=4)[C@H:12]([O:33][CH2:34][C:35]4[CH:40]=[CH:39][CH:38]=[CH:37][CH:36]=4)[C@H:11]3[O:41][CH2:42][C:43]3[CH:48]=[CH:47][CH:46]=[CH:45][CH:44]=3)=[CH:54][CH:53]=2)[CH2:56][CH2:57]1. Reported procedure: In a nitrogen stream, zinc (0.14 g, 2.14 mmol) was added to a solution of 4-[chloro-(4-cyclopropylphenyl)-methyl]-3-((1R,2S,3S,4R,5R)-2,3,4-trisbenzyloxy-5-benzyloxymethyl-cyclohexyloxy)pyridine (0.22 g, 0.28 mmol) in methylene chloride (4.1 mL) and acetic acid (12.4 mL), and the mixture solution was stirred at room temperature for 14 hours. To the reaction mixture was added ethyl acetate and the mixture was washed with a saturated hydrogencarbonate aqueous solution and dried (anhydrous magnesiu... The reactants are OCc1ccc(Cc2ccccc2OCc2ccccc2)cc1, ClCCl, O=S(Cl)Cl. The product is ClCc1ccc(Cc2ccccc2OCc2ccccc2)cc1. Reaction SMILES: [CH2:1]([c:2]1[cH:3][cH:4][cH:5][cH:6][cH:7]1)[O:8][c:9]1[c:10]([CH2:11][c:12]2[cH:13][cH:14][c:15]([CH2:16][OH:17])[cH:18][cH:19]2)[cH:20][cH:21][cH:22][cH:23]1.[Cl:28][CH2:29][Cl:30].[S:24]([Cl:25])([Cl:26])=[O:27]>>[CH2:1]([c:2]1[cH:3][cH:4][cH:5][cH:6][cH:7]1)[O:8][c:9]1[c:10]([CH2:11][c:12]2[cH:13][cH:14][c:15]([CH2:16][Cl:26])[cH:18][cH:19]2)[cH:20][cH:21][cH:22][cH:23]1. Starting materials: CN(C1(CC=C(CC1)C=1NC2=CC=C(C=C2C1C)OC(F)(F)F)C1=CC=CC=C1)C ((±)-N,N-Dimethyl-N-[4-(3-methyl-5-trifluoromethoxy-1H-indol-2-yl)-1-phenylcyclohex-3-enyl]amine), Br (HBr), [Sn] (Tin). Conditions: time 1.5 hour. The product is CN(C1(CCC(CC1)C=1NC2=CC=C(C=C2C1C)OC(F)(F)F)C1=CC=CC=C1)C (N,N-dimethyl-4-(3-methyl-5-(trifluoromethoxy)-1H-indol-2-yl)-1-phenylcyclohexanamine). RXN SMILES: [CH3:1][N:2]([CH3:30])[C:3]1([C:24]2[CH:29]=[CH:28][CH:27]=[CH:26][CH:25]=2)[CH2:8][CH2:7][C:6]([C:9]2[NH:10][C:11]3[C:16]([C:17]=2[CH3:18])=[CH:15][C:14]([O:19][C:20]([F:23])([F:22])[F:21])=[CH:13][CH:12]=3)=[CH:5][CH2:4]1.Br.[Sn]>>[CH3:30][N:2]([CH3:1])[C:3]1([C:24]2[CH:25]=[CH:26][CH:27]=[CH:28][CH:29]=2)[CH2:8][CH2:7][CH:6]([C:9]2[NH:10][C:11]3[C:16]([C:17]=2[CH3:18])=[CH:15][C:14]([O:19][C:20]([F:23])([F:21])[F:22])=[CH:13][CH:12]=3)[CH2:5][CH2:4]1 |^3:31|. Procedure: (±)-N,N-Dimethyl-N-[4-(3-methyl-5-trifluoromethoxy-1H-indol-2-yl)-1-phenylcyclohex-3-enyl]amine (350 mg, 0.84 mmol) was stirred with HBr/glacial acetic acid (33% HBr, 18 ml) until it had dissolved completely. Tin powder (0.98 g, 8.4 mmol) was then added to the mixture in portions in the course of 30 min. When the addition had ended, the reaction mixture was stirred for a further 1.5 h, and for working up it was then concentrated to dryness on rotary evaporator. The residue which remained was ren...